Dataset: the Open Reaction Database (ORD), a public repository of structured organic reaction records. Task: describe an organic reaction: reactants, conditions, products, and yield The reactants are NC1=C2C(=NC=N1)N(N=C2C2=C(C=C(C=C2)OC2=C(C(=CC=C2)F)F)F)C[C@@H]2N(CCC2)C(CC#N)=O (3-((R)-2-((4-amino-3-(4-(2,3-difluorophenoxy)-2-fluorophenyl)-1H-pyrazolo[3,4-d]pyrimidin-1-yl)methyl)pyrrolidin-1-yl)-3-oxopropanenitrile), C1(CC1)C=O (cyclopropanecarbaldehyde), N1CCCCC1 (piperidine). The solvent is C(C)O (ethanol). Conditions: time 20 minute. Yields the product NC1=C2C(=NC=N1)N(N=C2C2=C(C=C(C=C2)OC2=C(C(=CC=C2)F)F)F)C[C@@H]2N(CCC2)C(=O)C(C#N)=CC2CC2 ((R)-2-(2-((4-amino-3-(4-(2,3-difluorophenoxy)-2-fluorophenyl)-1H-pyrazolo[3,4-d]pyrimidin-1-yl)methyl)pyrrolidine-1-carbonyl)-3-cyclopropylacrylonitrile). Yield: 38.0%. RXN SMILES: [NH2:1][C:2]1[N:7]=[CH:6][N:5]=[C:4]2[N:8]([CH2:27][C@H:28]3[CH2:32][CH2:31][CH2:30][N:29]3[C:33](=[O:37])[CH2:34][C:35]#[N:36])[N:9]=[C:10]([C:11]3[CH:16]=[CH:15][C:14]([O:17][C:18]4[CH:23]=[CH:22][CH:21]=[C:20]([F:24])[C:19]=4[F:25])=[CH:13][C:12]=3[F:26])[C:3]=12.[CH:38]1([CH:41]=O)[CH2:40][CH2:39]1.N1CCCCC1>C(O)C>[NH2:1][C:2]1[N:7]=[CH:6][N:5]=[C:4]2[N:8]([CH2:27][C@H:28]3[CH2:32][CH2:31][CH2:30][N:29]3[C:33]([C:34](=[CH:41][CH:38]3[CH2:40][CH2:39]3)[C:35]#[N:36])=[O:37])[N:9]=[C:10]([C:11]3[CH:16]=[CH:15][C:14]([O:17][C:18]4[CH:23]=[CH:22][CH:21]=[C:20]([F:24])[C:19]=4[F:25])=[CH:13][C:12]=3[F:26])[C:3]=12. Procedure details: A solution of 3-((R)-2-((4-amino-3-(4-(2,3-difluorophenoxy)-2-fluorophenyl)-1H-pyrazolo[3,4-d]pyrimidin-1-yl)methyl)pyrrolidin-1-yl)-3-oxopropanenitrile (240 mg, 0.47 mmol, 1.00 equiv), cyclopropanecarbaldehyde (98.7 mg, 1.41 mmol, 3.00 equiv) and piperidine (42 mg, 0.47 mmol, 1.00 equiv) in ethanol (15 mL) was stirred for 3 h at 65° C. The resulting mixture was concentrated under vacuum. The residue was purified on Prep-HPLC. Conditions: (1#-Pre-HPLC-001(SHIMADZU)): Column, SunFire Prep C18, 19... The yield is 73.4%. Starting materials: C1C([C@@H]([C@H](O1)CO)CO)N2C=CC(=NC2=O)N ([3S-(3α,4β,5α)]-4-amino-1-[tetrahydro-4,5-bis(hydroxymethyl)-3-furanyl]-2(1H)-pyrimidinone), I(=O)(=O)O (iodic acid), II (iodine). As a reaction SMILES: [CH2:1]1[O:5][C@H:4]([CH2:6][OH:7])[C@@H:3]([CH2:8][OH:9])[CH:2]1[N:10]1[C:15](=[O:16])[N:14]=[C:13]([NH2:17])[CH:12]=[CH:11]1.[I:18](O)(=O)=O.II>O.C(O)(=O)C.C(Cl)(Cl)(Cl)Cl>[CH2:1]1[O:5][C@H:4]([CH2:6][OH:7])[C@@H:3]([CH2:8][OH:9])[C@@H:2]1[N:10]1[C:15](=[O:16])[N:14]=[C:13]([NH2:17])[C:12]([I:18])=[CH:11]1. Conditions: temperature 50 celsius. The product is C1[C@H]([C@@H]([C@H](O1)CO)CO)N2C=C(C(=NC2=O)N)I ([3S-(3α,4β,5 α)]-4-Amino-5-iodo-1-[tetrahydro-4,5-bis(hydroxymethyl)-3-furanyl]-2(1H)-pyrimidinone). The solvent is O (water), C(C)(=O)O (acetic acid), C(Cl)(Cl)(Cl)Cl (carbon tetrachloride). Procedure: To a solution of [3S-(3α,4β,5α)]-4-amino-1-[tetrahydro-4,5-bis(hydroxymethyl)-3-furanyl]-2(1H)-pyrimidinone (96.5 mg, 0.4 mmol) in water (160 ml), acetic acid (320 μl) and carbon tetrachloride (80 μl) was added iodic acid (36 mg, 0.204 mmol) and iodine (60 mg, 0.236 mmol). The resulting mixutre was heated at 50° C. for 2 hours and it was then concentrated in vacuo to yield a dark residue. The excess iodine was removed from the residue by azeotroping several times with methanol. The crude materia... Starting materials: Cl (hydrochloric acid), C(N)(=O)C=1C=CC(=C2C=3C=CC(=CC3NC12)C(=O)OCC)C1=C(C(=CC=C1)NC(C1=CC=C(C=C1)F)=O)C (ethyl 8-carbamoyl-5-(3-(4-fluorobenzamido)-2-methylphenyl)-9H-carbazole-2-carboxylate), C(N)(=O)C=1C=CC(=C2C=3C=CC(=CC3NC12)C(=O)OCC)C1=C(C(=CC=C1)NC(C1=CC=C(C=C1)F)=O)C (ethyl 8-carbamoyl-5-(3-(4-fluorobenzamido)-2-methylphenyl)-9H-carbazole-2-carboxylate), [OH-].[Na+] (sodium hydroxide). The solvent is C(C)O (ethanol). Run at temperature 92.5 celsius. Yields the product C(N)(=O)C=1C=CC(=C2C=3C=CC(=CC3NC12)C(=O)O)C1=C(C(=CC=C1)NC(C1=CC=C(C=C1)F)=O)C (8-carbamoyl-5-(3-(4-fluorobenzamido)-2-methylphenyl)-9H-carbazole-2-carboxylic acid). Isolated yield 97.1%. As a reaction SMILES: [C:1]([C:4]1[CH:5]=[CH:6][C:7]([C:22]2[CH:27]=[CH:26][CH:25]=[C:24]([NH:28][C:29](=[O:37])[C:30]3[CH:35]=[CH:34][C:33]([F:36])=[CH:32][CH:31]=3)[C:23]=2[CH3:38])=[C:8]2[C:16]=1[NH:15][C:14]1[CH:13]=[C:12]([C:17]([O:19]CC)=[O:18])[CH:11]=[CH:10][C:9]2=1)(=[O:3])[NH2:2].[OH-].[Na+].Cl>C(O)C>[C:1]([C:4]1[CH:5]=[CH:6][C:7]([C:22]2[CH:27]=[CH:26][CH:25]=[C:24]([NH:28][C:29](=[O:37])[C:30]3[CH:31]=[CH:32][C:33]([F:36])=[CH:34][CH:35]=3)[C:23]=2[CH3:38])=[C:8]2[C:16]=1[NH:15][C:14]1[CH:13]=[C:12]([C:17]([OH:19])=[O:18])[CH:11]=[CH:10][C:9]2=1)(=[O:3])[NH2:2] |f:1.2|. Procedure details: A suspension of ethyl 8-carbamoyl-5-(3-(4-fluorobenzamido)-2-methylphenyl)-9H-carbazole-2-carboxylate (Intermediate 3-100, 1.63 g, 3.20 mmol) in ethanol (12 mL) was treated with 1 M aqueous sodium hydroxide (1.5 mL, 1.500 mmol), forming a yellow suspension which was heated at 90-95° C. for 30 min. The mixture was cooled to rt and acidified with 1 M hydrochloric acid. The precipitate was collected by filtration, washed with water and dried to provide 8-carbamoyl-5-(3-(4-fluorobenzamido)-2-methylp...